This data is from the Open Reaction Database (ORD), a public repository of structured organic reaction records. The task is: describe an organic reaction: reactants, conditions, products, and yield Starting materials: [N+](=O)([O-])C1=CC=C(C=N1)N1CC(NCC1)=O (4-(6-nitropyridin-3-yl)piperazin-2-one), [H][H] (hydrogen). Reagents/catalysts: [Pd] (Pd/C). Solvent: CO (methanol). Reaction conditions: time 4 hour. The product is NC1=CC=C(C=N1)N1CC(NCC1)=O (4-(6-aminopyridin-3-yl)piperazin-2-one). RXN SMILES: [N+:1]([C:4]1[N:9]=[CH:8][C:7]([N:10]2[CH2:15][CH2:14][NH:13][C:12](=[O:16])[CH2:11]2)=[CH:6][CH:5]=1)([O-])=O.[H][H]>[Pd].CO>[NH2:1][C:4]1[N:9]=[CH:8][C:7]([N:10]2[CH2:15][CH2:14][NH:13][C:12](=[O:16])[CH2:11]2)=[CH:6][CH:5]=1. Reported procedure: To a round-bottom flask was added 4-(6-nitropyridin-3-yl)piperazin-2-one 141-3 (0.7 g, 3.1 mmol), Pd/C (0.2 g) and methanol (20 mL). The reaction was stirred for 4 hours under hydrogen atmosphere by attaching a hydrogen balloon. The reaction was flashed with nitrogen and the solid was removed by filtration. The solvent was removed by rotary evaporation to give 4-(6-aminopyridin-3-yl)piperazin-2-one 141-4 as purple solid. MS m/z 193.2 (M+1).